This data is from the Open Reaction Database (ORD), a public repository of structured organic reaction records. The task is: describe an organic reaction: reactants, conditions, products, and yield The reactants are BrCC1(OC2=C(C1)C(=C(C(=C2C)C)N)C)C (2-bromomethyl-2,3-dihydro-2,4,6,7-tetramethyl-5-benzofuranamine), Cl.ClC1=C(C=CC=C1)N1CCNCC1 (1-(2-chlorophenyl)piperazine hydrochloride), C([O-])([O-])=O.[K+].[K+] (potassium carbonate). Solvent: CN(C=O)C (N,N-dimethylformamide), O (water). Conditions: temperature 145 celsius, time 20 hour. Product: 2-[[4-(2-chlorophenyl)-1-piperazinyl]methyl), CC1OC2=C(C1)C(=C(C(=C2C)C)N)C (2,3-dihydro-2,4,6,7-tetramethyl-5-benzofuranamine). As a reaction SMILES: Br[CH2:2][C:3]1(C)[CH2:7][C:6]2[C:8]([CH3:15])=[C:9]([NH2:14])[C:10]([CH3:13])=[C:11]([CH3:12])[C:5]=2[O:4]1.Cl.ClC1C=CC=CC=1N1CCNCC1.C(=O)([O-])[O-].[K+].[K+]>CN(C)C=O.O>[CH3:2][CH:3]1[CH2:7][C:6]2[C:8]([CH3:15])=[C:9]([NH2:14])[C:10]([CH3:13])=[C:11]([CH3:12])[C:5]=2[O:4]1 |f:1.2,3.4.5|. Procedure: A suspension of 2-bromomethyl-2,3-dihydro-2,4,6,7-tetramethyl-5-benzofuranamine (1.4 g), 1-(2-chlorophenyl)piperazine hydrochloride (1.4 g), and potassium carbonate (2.1 g) in N,N-dimethylformamide (15 mL) was stirred under nitrogen gas at 145° C. for 20 hours. This reaction mixture was diluted with water and extracted with ethyl acetate. The pooled organic layer was washed with water and saturated aqueous sodium chloride, dried over anhydrous sodium sulfate (Na2SO4) and silica gel (eluted with ... Reactants: Cc1cc(Oc2ccc(C#N)cc2C(F)(F)F)n[nH]1, O=C([O-])[O-], CCOC(C)=O, COCN=C=S, Cl, [K+], [K+]. Product: COCNC(=S)n1nc(Oc2ccc(C#N)cc2C(F)(F)F)cc1C. As a reaction SMILES: [C:13](#[N:14])[c:15]1[cH:16][c:17]([C:28]([F:29])([F:30])[F:31])[c:18]([O:21][c:22]2[n:23][nH:24][c:25]([CH3:27])[cH:26]2)[cH:19][cH:20]1.[C:1](=[O:2])([O-:3])[O-:4].[CH3:33][CH2:34][O:35][C:36](=[O:37])[CH3:38].[CH3:7][O:8][CH2:9][N:10]=[C:11]=[S:12].[ClH:32].[K+:5].[K+:6]>>[CH3:7][O:8][CH2:9][NH:10][C:11](=[S:12])[n:24]1[n:23][c:22]([O:21][c:18]2[c:17]([C:28]([F:29])([F:30])[F:31])[cH:16][c:15]([C:13]#[N:14])[cH:20][cH:19]2)[cH:26][c:25]1[CH3:27]. Reactants: N#CCBr, C1CCOC1, C[Si](C)(C)[N-][Si](C)(C)C, CC(C(=O)N1CCOCC1)N1CCC(NS(=O)(=O)c2ccc3cc(Cl)ccc3c2)C1=O, [Li+]. Yields the product CC(C(=O)N1CCOCC1)N1CCC(N(CC#N)S(=O)(=O)c2ccc3cc(Cl)ccc3c2)C1=O. RXN SMILES: [Br:42][CH2:43][C:44]#[N:45].[CH2:46]1[O:47][CH2:48][CH2:49][CH2:50]1.[CH3:32][Si:33]([N-:34][Si:35]([CH3:36])([CH3:37])[CH3:38])([CH3:39])[CH3:40].[Cl:1][c:2]1[cH:3][c:4]2[cH:5][cH:6][c:7]([S:12](=[O:13])(=[O:14])[NH:15][CH:16]3[C:17](=[O:31])[N:18]([CH:21]([C:22](=[O:23])[N:24]4[CH2:25][CH2:26][O:27][CH2:28][CH2:29]4)[CH3:30])[CH2:19][CH2:20]3)[cH:8][c:9]2[cH:10][cH:11]1.[Li+:41]>>[Cl:1][c:2]1[cH:3][c:4]2[cH:5][cH:6][c:7]([S:12](=[O:13])(=[O:14])[N:15]([CH:16]3[C:17](=[O:31])[N:18]([CH:21]([C:22](=[O:23])[N:24]4[CH2:25][CH2:26][O:27][CH2:28][CH2:29]4)[CH3:30])[CH2:19][CH2:20]3)[CH2:43][C:44]#[N:45])[cH:8][c:9]2[cH:10][cH:11]1. Starting materials: ClCCCl.CCO (DCE EtOH), BrC=1SC(=CN1)Br (2,5-dibromothiazole), CNCCN (N-methylethylenediamine). The reagents and catalysts are [Cu] (copper), [Cu]Cl (copper(I) chloride). The solvent is C(C)(C)O (isopropanol). Reaction conditions: temperature 70 celsius. The product is BrC1=CN=C(S1)N(CCN)C (N1-(5-bromothiazol-2-yl)-N1-methylethane-1,2-diamine). The yield is 36.6%. Reaction SMILES: Br[C:2]1[S:3][C:4]([Br:7])=[CH:5][N:6]=1.[CH3:8][NH:9][CH2:10][CH2:11][NH2:12].ClCCCl.CCO>C(O)(C)C.[Cu].[Cu]Cl>[Br:7][C:4]1[S:3][C:2]([N:9]([CH3:8])[CH2:10][CH2:11][NH2:12])=[N:6][CH:5]=1 |f:2.3|. Reported procedure: 15 mg (0.24 mmol) of copper and 68 mg (0.69 mmol) of copper(I) chloride were added to a solution of 1.0 g (4.1 mmol) of 2,5-dibromothiazole and 2.2 ml (24.7 mmol) of N-methylethylenediamine in isopropanol (2.3 ml). The mixture was then heated to 70° C. for 1 h. After cooling to RT, filtration through silica gel was carried out and the filtrate was evaporated under a vacuum. 348 mg (1.5 mmol, 36%) of N1-(5-bromothiazol-2-yl)-N1-methylethane-1,2-diamine were obtained by CC (DCE/EtOH/conc. aq. NH4—... Product: Nc1nccc(Oc2ccc(NC(=O)Nc3ccc(Cl)c(C(F)(F)F)c3)c(Cl)c2)c1[N+](=O)[O-]. As a reaction SMILES: [Cl:20][c:21]1[c:22]([C:30]([F:31])([F:32])[F:33])[cH:23][c:24]([N:27]=[C:28]=[O:29])[cH:25][cH:26]1.[NH2:1][c:2]1[c:3]([Cl:19])[cH:4][c:5]([O:6][c:7]2[c:8]([N+:14](=[O:15])[O-:16])[c:9]([NH2:13])[n:10][cH:11][cH:12]2)[cH:17][cH:18]1>>[NH:1]([c:2]1[c:3]([Cl:19])[cH:4][c:5]([O:6][c:7]2[c:8]([N+:14](=[O:15])[O-:16])[c:9]([NH2:13])[n:10][cH:11][cH:12]2)[cH:17][cH:18]1)[C:28]([NH:27][c:24]1[cH:23][c:22]([C:30]([F:31])([F:32])[F:33])[c:21]([Cl:20])[cH:26][cH:25]1)=[O:29]. Reactants: O=C=Nc1ccc(Cl)c(C(F)(F)F)c1, Nc1ccc(Oc2ccnc(N)c2[N+](=O)[O-])cc1Cl. Starting materials: OC(C(C)C)(C=1N=CN(C1)C(C1=CC=CC=C1)(C1=CC=CC=C1)C1=CC=CC=C1)C1=CC=C(C=C1)C1=CC(=CC=C1)C(=O)NC (4′-[1-hydroxy-2-methyl-1-(1-trityl-1H-imidazol-4-yl)propyl]-N-methyl[1,1′-biphenyl]-3-carboxamide), Cl.N1=CC=CC=C1 (pyridine hydrochloride). The product is OC(C(C)C)(C=1N=CNC1)C1=CC=C(C=C1)C1=CC(=CC=C1)C(=O)NC (4′-[1-hydroxy-1-(1H-imidazol-4-yl)-2-methylpropyl]-N-methyl[1,1′-biphenyl]-3-carboxamide). The yield is 41.8%. Reaction SMILES: [OH:1][C:2]([C:30]1[CH:35]=[CH:34][C:33]([C:36]2[CH:41]=[CH:40][CH:39]=[C:38]([C:42]([NH:44][CH3:45])=[O:43])[CH:37]=2)=[CH:32][CH:31]=1)([C:6]1[N:7]=[CH:8][N:9](C(C2C=CC=CC=2)(C2C=CC=CC=2)C2C=CC=CC=2)[CH:10]=1)[CH:3]([CH3:5])[CH3:4].Cl.N1C=CC=CC=1>>[OH:1][C:2]([C:30]1[CH:31]=[CH:32][C:33]([C:36]2[CH:41]=[CH:40][CH:39]=[C:38]([C:42]([NH:44][CH3:45])=[O:43])[CH:37]=2)=[CH:34][CH:35]=1)([C:6]1[N:7]=[CH:8][NH:9][CH:10]=1)[CH:3]([CH3:5])[CH3:4] |f:1.2|. Reported procedure: By the reaction in the same manner as in Example 4-(iii) using 4′-[1-hydroxy-2-methyl-1-(1-trityl-1H-imidazol-4-yl)propyl]-N-methyl[1,1′-biphenyl]-3-carboxamide (850 mg) and pyridine hydrochloride (270 mg), the title compound (210 mg) was obtained as a colorless amorphous powder. Starting materials: CN(C)C=O, Cc1oc(-c2ccccc2)nc1COc1ccc(CCl)cn1, [H-], [Na+], O, COC(=O)Cc1ccccc1O. Yields the product COC(=O)Cc1ccccc1OCc1ccc(OCc2nc(-c3ccccc3)oc2C)nc1. As a reaction SMILES: [CH3:35][N:36]([CH3:37])[CH:38]=[O:39].[Cl:1][CH2:2][c:3]1[cH:4][cH:5][c:6]([O:9][CH2:10][c:11]2[n:12][c:13](-[c:17]3[cH:18][cH:19][cH:20][cH:21][cH:22]3)[o:14][c:15]2[CH3:16])[n:7][cH:8]1.[H-:40].[Na+:41].[OH2:42].[OH:23][c:24]1[c:25]([CH2:30][C:31](=[O:32])[O:33][CH3:34])[cH:26][cH:27][cH:28][cH:29]1>>[CH2:2]([c:3]1[cH:4][cH:5][c:6]([O:9][CH2:10][c:11]2[n:12][c:13](-[c:17]3[cH:18][cH:19][cH:20][cH:21][cH:22]3)[o:14][c:15]2[CH3:16])[n:7][cH:8]1)[O:23][c:24]1[c:25]([CH2:30][C:31](=[O:32])[O:33][CH3:34])[cH:26][cH:27][cH:28][cH:29]1.